From a dataset of the Open Reaction Database (ORD), a public repository of structured organic reaction records. describe an organic reaction: reactants, conditions, products, and yield The reactants are ICC(F)(F)F (2-iodo-1,1,1-trifluoroethane), COC=1C=C2C=CNC2=NC1 (5-methoxy-7-azaindole), CCC1COC(=N1)CC2=CC=C(C=C2)OC (P-1891), ClC1=CC(=C(CBr)C=C1)F (4-chloro-2-fluoro-benzyl bromide), N1C=CC2=CC=CN=C12 (7-azaindole), ClC1=CC(=C(COC=2C(=C(C=CC2)C(=O)C2=CNC3=NC=C(C=C32)OC)OCC)C=C1)F ([3-(4-chloro-2-fluoro-benzyloxy)-2-ethoxy-phenyl]-(5-methoxy-1H-pyrrolo[2,3-b]pyridin-3-yl)-methanone). The product is ClC1=CC=C(COC=2C(=C(CC3=CNC4=NC=CC=C43)C=CC2)OCC)C=C1 (3-[3-(4-chloro-benzyloxy)-2-ethoxy-benzyl]-1H-pyrrolo[2,3-b]pyridine). RXN SMILES: ICC(F)(F)F.ClC1C=CC(CBr)=C(F)C=1.N1C2C(=CC=CN=2)C=C1.COC1C=C2C(=NC=1)NC=C2.CCC1N=C(CC2C=CC(OC)=CC=2)OC1.[Cl:53][C:54]1[CH:83]=[CH:82][C:57]([CH2:58][O:59][C:60]2[C:61]([O:79][CH2:80][CH3:81])=[C:62]([C:66]([C:68]3[C:76]4[C:71](=[N:72][CH:73]=[C:74](OC)[CH:75]=4)[NH:70][CH:69]=3)=O)[CH:63]=[CH:64][CH:65]=2)=[C:56](F)[CH:55]=1>>[Cl:53][C:54]1[CH:55]=[CH:56][C:57]([CH2:58][O:59][C:60]2[C:61]([O:79][CH2:80][CH3:81])=[C:62]([CH:63]=[CH:64][CH:65]=2)[CH2:66][C:68]2[C:76]3[C:71](=[N:72][CH:73]=[CH:74][CH:75]=3)[NH:70][CH:69]=2)=[CH:82][CH:83]=1. Procedure details: were prepared following the protocol of Scheme 71, substituting iodoethane with iodomethane in Step 3 to provide P-1891, or substituting iodoethane with 2-iodo-1,1,1-trifluoroethane in Step 3 to provide P-2076, or substituting 4-chlorobenzyl bromide 557 with 4-chloro-2-fluoro-benzyl bromide in Step 1 and 7-azaindole 94 with 5-methoxy-7-azaindole in Step 4 to provide P-2016. MS (ESI) [M+H+]+=393.4 (P-1891), 461.08 (P-2076), and 455.2 (P-2016). Reactants: [Al+3], CN(C)C(=O)Cl, [Cl-], [Cl-], [Cl-], ClC=C(Cl)Cl, Nc1nc2ccccc2s1. The product is CN(C)C(=O)Nc1nc2ccccc2s1. RXN SMILES: [Al+3:18].[CH3:11][N:12]([C:13](=[O:14])[Cl:15])[CH3:16].[Cl-:17].[Cl-:19].[Cl-:20].[Cl:21][CH:22]=[C:23]([Cl:24])[Cl:25].[NH2:1][c:2]1[s:3][c:4]2[c:5]([n:6]1)[cH:7][cH:8][cH:9][cH:10]2>>[NH:1]([c:2]1[s:3][c:4]2[c:5]([n:6]1)[cH:7][cH:8][cH:9][cH:10]2)[C:13]([N:12]([CH3:11])[CH3:16])=[O:14]. Starting materials: C1(CC1)C[C@@H](C1=NOC(=N1)C)N ((S)-2-cyclopropyl-1-(5-methyl-[1,2,4]oxadiazol-3-yl)-ethylamine), CN(C)C(=[N+](C)C)ON1C2=C(C=CC=C2)N=N1.[B-](F)(F)(F)F (TBTU), CCN(C(C)C)C(C)C (DIEA), C1(CC1)C=1C=CC(=NC1OCC1CCOCC1)C(=O)O (5-cyclopropyl-6-(tetrahydro-pyran-4-ylmethoxy)-pyridine-2-carboxylic acid), C1(CC1)C=1C=CC(=NC1OCC1OCCC1)C(=O)O (5-cyclopropyl-6-(tetrahydro-furan-2-ylmethoxy)-pyridine-2-carboxylic acid), C1(CC1)N(C)C1=NOC(=N1)C (cyclopropyl-(5-methyl-[1,2,4]oxadiazol-3-yl)-methylamine). The product is C1(CC1)C(C1=NOC(=N1)C)NC(=O)C1=NC(=C(C=C1)C1CC1)OCC1CCOCC1 (5-Cyclopropyl-6-(tetrahydro-pyran-4-ylmethoxy)-pyridine-2-carboxylic acid [cyclopropyl-(5-methyl-[1,2,4]oxadiazol-3-yl)-methyl]-amide). As a reaction SMILES: [CH:1]1([C:4]2[CH:5]=[CH:6][C:7]([C:18]([OH:20])=O)=[N:8][C:9]=2[O:10][CH2:11][CH:12]2[CH2:17][CH2:16][O:15][CH2:14][CH2:13]2)[CH2:3][CH2:2]1.C1(C2C=CC(C(O)=O)=NC=2OCC2CCCO2)CC1.C1(N(C2N=C(C)ON=2)C)CC1.[CH:51]1([CH2:54][C@H:55]([NH2:62])[C:56]2[N:60]=[C:59]([CH3:61])[O:58][N:57]=2)[CH2:53]C1.CN(C(ON1N=NC2C=CC=CC1=2)=[N+](C)C)C.[B-](F)(F)(F)F.CCN(C(C)C)C(C)C>>[CH:54]1([CH:55]([NH:62][C:18]([C:7]2[CH:6]=[CH:5][C:4]([CH:1]3[CH2:2][CH2:3]3)=[C:9]([O:10][CH2:11][CH:12]3[CH2:13][CH2:14][O:15][CH2:16][CH2:17]3)[N:8]=2)=[O:20])[C:56]2[N:60]=[C:59]([CH3:61])[O:58][N:57]=2)[CH2:51][CH2:53]1 |f:4.5|. Procedure: In analogy to the procedure described in Example 47 b), 5-cyclopropyl-6-(tetrahydro-pyran-4-ylmethoxy)-pyridine-2-carboxylic acid (which can e.g. be prepared in a similar manner than 5-cyclopropyl-6-(tetrahydro-furan-2-ylmethoxy)-pyridine-2-carboxylic acid (Example 4 b)) was reacted with cyclopropyl-(5-methyl-[1,2,4]oxadiazol-3-yl)-methylamine (which can e.g. be prepared in a similar manner than (S)-2-cyclopropyl-1-(5-methyl-[1,2,4]oxadiazol-3-yl)-ethylamine (Example 32 e)) in the presence of TB... Reactants: Oc1ccc(F)cc1Br, O=C([O-])[O-], CN(C)C=O, Cc1ccc(S(=O)(=O)OCCCl)cc1, [K+], [K+], [Na+], [OH-]. The product is Fc1ccc(OCCCl)c(Br)c1. Reaction SMILES: [Br:15][c:16]1[c:17]([OH:23])[cH:18][cH:19][c:20]([F:22])[cH:21]1.[C:24](=[O:25])([O-:26])[O-:27].[CH3:30][N:31]([CH3:32])[CH:33]=[O:34].[Cl:1][CH2:2][CH2:3][O:4][S:5]([c:6]1[cH:7][cH:8][c:9]([CH3:10])[cH:11][cH:12]1)(=[O:13])=[O:14].[K+:28].[K+:29].[Na+:36].[OH-:35]>>[Cl:1][CH2:2][CH2:3][O:23][c:17]1[c:16]([Br:15])[cH:21][c:20]([F:22])[cH:19][cH:18]1. Reactants: CI (methyl iodide), [N+](=O)([O-])C1=CC=C2C(=CNC2=C1)C#N (6-nitro-1H-indole-3-carbonitrile), [K].CC(C)([O-])C (potassium tert.-butoxide), C(CC(O)(C(=O)O)CC(=O)O)(=O)O (citric acid). The solvent is O1CCCC1 (tetrahydrofuran), O (water), O1CCCC1 (tetrahydrofuran). Run at time 30 minute. Yields the product CN1C=C(C2=CC=C(C=C12)[N+](=O)[O-])C#N (1-methyl-6-nitro-1H-indole-3-carbonitrile). Reaction SMILES: [N+:1]([C:4]1[CH:12]=[C:11]2[C:7]([C:8]([C:13]#[N:14])=[CH:9][NH:10]2)=[CH:6][CH:5]=1)([O-:3])=[O:2].[K].[CH3:16]C(C)([O-])C.CI.C(O)(=O)CC(CC(O)=O)(C(O)=O)O>O1CCCC1.O>[CH3:16][N:10]1[C:11]2[C:7](=[CH:6][CH:5]=[C:4]([N+:1]([O-:3])=[O:2])[CH:12]=2)[C:8]([C:13]#[N:14])=[CH:9]1 |f:1.2,^1:14|. Procedure: 1.6 g 6-nitro-1H-indole-3-carbonitrile are dissolved in 45 ml of tetrahydrofuran, combined with 1 g potassium-tert.-butoxide and stirred for 30 minutes. Then a solution of 560 μl methyl iodide in 5 ml of tetrahydrofuran is slowly added dropwise and the mixture is stirred for 5 hours. The solvents are eliminated in vacuo, water is added and the pH is adjusted to 4 by the addition of citric acid. The solid is suction filtered and washed with water and some cold methanol. Reactants: C(C1=CC=CC=C1)(=O)N1CCC2(CC1)SC1=C(C(C2)=O)C=CC=C1 (1'-benzoyl-3,4-dihydro-spiro[2H-1-benzothiopyran-2,4'-piperidin]-4-one), Cl (HCl). Run in C(C)O (ethanol). Conditions: time 18 hour. Yields the product Cl.N1CCC2(CC1)SC1=C(C(C2)=O)C=CC=C1 (3,4-dihydro-spiro[2H-1-benzothiopyran-2,4'-piperidin]-4-one.hydrochloride). The yield is 92.0%. RXN SMILES: C([N:9]1[CH2:14][CH2:13][C:12]2([CH2:19][C:18](=[O:20])[C:17]3[CH:21]=[CH:22][CH:23]=[CH:24][C:16]=3[S:15]2)[CH2:11][CH2:10]1)(=O)C1C=CC=CC=1.[ClH:25]>C(O)C>[ClH:25].[NH:9]1[CH2:14][CH2:13][C:12]2([CH2:19][C:18](=[O:20])[C:17]3[CH:21]=[CH:22][CH:23]=[CH:24][C:16]=3[S:15]2)[CH2:11][CH2:10]1 |f:3.4|. Procedure details: A solution of product from Step C (3.2 g, 0.0095 mol) in ethanol (50 ml) and 6N HCl (50 ml) was heated at reflux. After 18 hours, the reaction was concentrated to dryness and the residue crystallized from ethanol to yield 2.9 g (92%) of product. Reactants: C(C(=O)Cl)(=O)Cl (Oxalyl chloride), C(C)(C)(C)OC(=O)N(CCOC=1C=C(C(=O)O)C=C(C1)Cl)C1=CC=NC=C1 (3-[2-(tert-butoxycarbonyl-pyridin-4-yl-amino)-ethoxy]-5-chloro-benzoic acid), C1(=CC=CC=C1)NCCCN1N=CN=N1 (phenyl-(3-tetrazol-2-yl-propyl)-amine), CCN(C(C)C)C(C)C (DIPEA). Reagents/catalysts: CN(C)C=1C=CN=CC1 (DMAP). Run in ClCCl (dichloromethane), ClCCl (dichloromethane), CN(C)C=O (DMF). Conditions: time 10 minute. The product is C(C)(C)(C)OC(N(C1=CC=NC=C1)CCOC1=CC(=CC(=C1)C(N(CCCN1N=CN=N1)C1=CC=CC=C1)=O)Cl)=O ({2-[3-Chloro-5-(phenyl-(3-tetrazol-2-yl-propyl)-carbamoyl)-phenoxy]ethyl}-pyridin-4-yl-carbamic acid tert-butyl ester). The yield is 25.6%. As a reaction SMILES: C(Cl)(=O)C(Cl)=O.[C:7]([O:11][C:12]([N:14]([C:28]1[CH:33]=[CH:32][N:31]=[CH:30][CH:29]=1)[CH2:15][CH2:16][O:17][C:18]1[CH:19]=[C:20]([CH:24]=[C:25]([Cl:27])[CH:26]=1)[C:21]([OH:23])=O)=[O:13])([CH3:10])([CH3:9])[CH3:8].CCN(C(C)C)C(C)C.[C:43]1([NH:49][CH2:50][CH2:51][CH2:52][N:53]2[N:57]=[N:56][CH:55]=[N:54]2)[CH:48]=[CH:47][CH:46]=[CH:45][CH:44]=1>ClCCl.CN(C1C=CN=CC=1)C.CN(C=O)C>[C:7]([O:11][C:12](=[O:13])[N:14]([CH2:15][CH2:16][O:17][C:18]1[CH:19]=[C:20]([C:21](=[O:23])[N:49]([C:43]2[CH:48]=[CH:47][CH:46]=[CH:45][CH:44]=2)[CH2:50][CH2:51][CH2:52][N:53]2[N:57]=[N:56][CH:55]=[N:54]2)[CH:24]=[C:25]([Cl:27])[CH:26]=1)[C:28]1[CH:33]=[CH:32][N:31]=[CH:30][CH:29]=1)([CH3:9])([CH3:8])[CH3:10]. Procedure details: 2M Oxalyl chloride solution in dichloromethane (0.11 ml), and dry DMF (0.005 ml) were added to a stirred suspension of 3-[2-(tert-butoxycarbonyl-pyridin-4-yl-amino)-ethoxy]-5-chloro-benzoic acid (0.067 g) in dry dichloromethane (1 ml) under nitrogen. After 10 min, DIPEA (0.100 ml) was added followed after a further 40 min by phenyl-(3-tetrazol-2-yl-propyl)-amine (0.033 g) and DMAP (0.004 g). After 7 days the solvent was evaporated and the residue was purified by flash chromatography, eluting wit... Starting materials: FC=1C=C(C=CC1)O (3-fluoro-phenol), COC(C(CC1=CC(=CC=C1)OCCBr)OC)=O (3-[3-(2-bromo-ethoxy)-phenyl]-2-methoxy-propionic acid methyl ester), CO[C@H](C(=O)O)CC1=CC=C(C=C1)OCCCOC1=CC=CC=C1 ((2S)-2-methoxy-3-[4-(3-phenoxy-propoxy)-phenyl]-propionic acid). The product is FC=1C=C(OCCOC=2C=C(C=CC2)CC(C(=O)O)OC)C=CC1 (3-{3-[2-(3-fluoro-phenoxy)-ethoxy]-phenyl}-2-methoxy-propionic acid). As a reaction SMILES: [F:1][C:2]1[CH:3]=[C:4]([OH:8])[CH:5]=[CH:6][CH:7]=1.C[O:10][C:11](=[O:26])[CH:12]([O:24][CH3:25])[CH2:13][C:14]1[CH:19]=[CH:18][CH:17]=[C:16]([O:20][CH2:21][CH2:22]Br)[CH:15]=1.CO[C@@H](CC1C=CC(OCCCOC2C=CC=CC=2)=CC=1)C(O)=O>>[F:1][C:2]1[CH:3]=[C:4]([CH:5]=[CH:6][CH:7]=1)[O:8][CH2:22][CH2:21][O:20][C:16]1[CH:15]=[C:14]([CH2:13][CH:12]([O:24][CH3:25])[C:11]([OH:26])=[O:10])[CH:19]=[CH:18][CH:17]=1. Procedure: The title compound was prepared from 3-fluoro-phenol and 3-[3-(2-bromo-ethoxy)-phenyl]-2-methoxy-propionic acid methyl ester (Example 351, Step 1) via the same procedure used for the preparation of (2S)-2-methoxy-3-[4-(3-phenoxy-propoxy)-phenyl]-propionic acid (Example 285, Step 1). The enatiomers were separated by chiral HPLC. MS (ES) for C18H19FO5 [M−H]−: 333.1.